From a dataset of the Open Reaction Database (ORD), a public repository of structured organic reaction records. describe an organic reaction: reactants, conditions, products, and yield Reactants: BrCc1ccccc1, N#Cc1ccc(C2CCCc3cncn32)cc1, [Li]CCCC, CC(C)[N-]C(C)C, CC(C)NC(C)C, Cl, [Li+], C1CCOC1. Product: N#Cc1ccc(C2(Cc3ccccc3)CCCc3cncn32)cc1, Cl. Reaction SMILES: [Br:38][CH2:39][c:40]1[cH:41][cH:42][cH:43][cH:44][cH:45]1.[C:21](#[N:22])[c:23]1[cH:24][cH:25][c:26]([CH:29]2[CH2:30][CH2:31][CH2:32][c:33]3[n:34]2[cH:35][n:36][cH:37]3)[cH:27][cH:28]1.[CH2:16]([Li:17])[CH2:18][CH2:19][CH3:20].[CH:1]([N-:2][CH:3]([CH3:4])[CH3:5])([CH3:6])[CH3:7].[CH:9]([NH:10][CH:11]([CH3:12])[CH3:13])([CH3:14])[CH3:15].[ClH:46].[Li+:8].[O:47]1[CH2:48][CH2:49][CH2:50][CH2:51]1>>[C:21](#[N:22])[c:23]1[cH:24][cH:25][c:26]([C:29]2([CH2:39][c:40]3[cH:41][cH:42][cH:43][cH:44][cH:45]3)[CH2:30][CH2:31][CH2:32][c:33]3[n:34]2[cH:35][n:36][cH:37]3)[cH:27][cH:28]1.[ClH:46].